This data is from the Open Reaction Database (ORD), a public repository of structured organic reaction records. The task is: describe an organic reaction: reactants, conditions, products, and yield The reactants are BrCc1ccccc1, O=C1Nc2ccccc2N=C2CCCCC12, CCO, CCCCCC. The product is O=C1C2CCCCC2=Nc2ccccc2N1Cc1ccccc1. RXN SMILES: [Br:17][CH2:18][c:19]1[cH:20][cH:21][cH:22][cH:23][cH:24]1.[CH2:1]1[CH2:2][CH2:3][CH2:4][C:5]2=[N:6][c:7]3[c:8]([cH:13][cH:14][cH:15][cH:16]3)[NH:9][C:10](=[O:12])[CH:11]12.[CH2:31]([OH:32])[CH3:33].[CH3:25][CH2:26][CH2:27][CH2:28][CH2:29][CH3:30]>>[CH2:1]1[CH2:2][CH2:3][CH2:4][C:5]2=[N:6][c:7]3[c:8]([cH:13][cH:14][cH:15][cH:16]3)[N:9]([CH2:18][c:19]3[cH:20][cH:21][cH:22][cH:23][cH:24]3)[C:10](=[O:12])[CH:11]12. Reactants: CCOC(=O)C1(C)CC(=O)c2ccccc2O1, CCO, [H][H]. Product: CCOC(=O)C1(C)CCc2ccccc2O1. Reaction SMILES: [CH3:1][C:2]1([C:13](=[O:14])[O:15][CH2:16][CH3:17])[O:3][c:4]2[c:5]([cH:9][cH:10][cH:11][cH:12]2)[C:6](=[O:8])[CH2:7]1.[CH3:20][CH2:21][OH:22].[H:18][H:19]>>[CH3:1][C:2]1([C:13](=[O:14])[O:15][CH2:16][CH3:17])[O:3][c:4]2[c:5]([cH:9][cH:10][cH:11][cH:12]2)[CH2:6][CH2:7]1.